This data is from the Open Reaction Database (ORD), a public repository of structured organic reaction records. The task is: describe an organic reaction: reactants, conditions, products, and yield The reactants are CC(C)(C)C=1C=C(C=C(C1)C(C)(C)C)S[C@H]1[C@@H](CCCC1)O ((-)trans-2-[[3,5-bis(1,1-dimethylethyl)phenyl]thio]cyclohexanol), CC(C)(C)C=1C=C(C=C(C1)C(C)(C)C)S[C@H]1[C@@H](CCC1)O ((±)trans-2-[[3,5-bis(1,1-dimethylethyl)phenyl]thio]cyclopentanol), CC(C)(C)C1=C(C=CC(=C1)C(C)(C)C)S[C@@H]1[C@@H](CCC1)O ((±)cis-2-[[2,4-bis(1,1-dimethylethyl)phenyl]thio]cyclopentanol). The solvent is C(Cl)(Cl)Cl (CHCl3). Yields the product CC(C)(C)C=1C=C(C=C(C1)C(C)(C)C)S[C@H]1[C@@H](CCCC1)OCC(=O)O ((-)trans-2-[[2-[[3,5-bis(1,1-dimethylethyl)phenyl]thio]cyclohexyl]oxy]acetic acid). Reaction SMILES: [CH3:1][C:2]([C:5]1[CH:6]=[C:7]([S:15][C@@H:16]2[CH2:21][CH2:20][CH2:19][CH2:18][C@H:17]2[OH:22])[CH:8]=[C:9]([C:11]([CH3:14])([CH3:13])[CH3:12])[CH:10]=1)([CH3:4])[CH3:3].CC(C1C=C(S[C@@H]2CC[CH2:40][C@H:39]2[OH:43])C=C(C(C)(C)C)C=1)(C)C.CC(C1C=C(C(C)(C)C)C=CC=1S[C@H]1CCC[C@H]1[OH:64])(C)C>C(Cl)(Cl)Cl>[CH3:14][C:11]([C:9]1[CH:8]=[C:7]([S:15][C@@H:16]2[CH2:21][CH2:20][CH2:19][CH2:18][C@H:17]2[O:22][CH2:40][C:39]([OH:43])=[O:64])[CH:6]=[C:5]([C:2]([CH3:1])([CH3:3])[CH3:4])[CH:10]=1)([CH3:12])[CH3:13]. Procedure: The title compound was prepared by the method described in Example 77, except that the title product of Example 87 was substituted for the title product of Example 75, Compound A. The structure was supported by NMR, Ir optical rotation (CHCl3, 25° C.; 589 nm -42.5°±2.69°; 365 nm 138.4°±18.1°) and elemental analysis. The reactants are CO, Cl, Cl, COc1c(C)cccc1CC(N)(C#N)CF. Product: COc1c(C)cccc1CC(N)(CF)C(N)=O. As a reaction SMILES: [CH3:19][OH:20].[ClH:18].[ClH:1].[NH2:2][C:3]([C:4]#[N:5])([CH2:6][c:7]1[c:8]([O:14][CH3:15])[c:9]([CH3:13])[cH:10][cH:11][cH:12]1)[CH2:16][F:17]>>[NH2:2][C:3]([C:4]([NH2:5])=[O:20])([CH2:6][c:7]1[c:8]([O:14][CH3:15])[c:9]([CH3:13])[cH:10][cH:11][cH:12]1)[CH2:16][F:17]. Starting materials: C(CCC)C1=CC(=NN1CC1=CC=C(C=C1)C1=C(C=CC=C1)C#N)C(=O)OCC (ethyl 5-butyl-1-[(2'-cyanobiphenyl-4-yl)methyl]pyrazole-3-carboxylate), [N-]=[N+]=[N-].[Na+] (sodium azide), [Cl-].[NH4+] (ammonium chloride). Run in CN(C=O)C (dimethylformamide). Run at time 72 hour. The product is C(CCC)C1=CC(=NN1CC1=CC=C(C=C1)C1=C(C=CC=C1)C1=NN=NN1)C(=O)OCC (Ethyl 5-butyl-1-[[2'-(1H-tetrazol-5-yl)biphenyl-4-yl]methyl]pyrazole-3-carboxylate). The yield is 57.9%. RXN SMILES: [CH2:1]([C:5]1[N:9]([CH2:10][C:11]2[CH:16]=[CH:15][C:14]([C:17]3[CH:22]=[CH:21][CH:20]=[CH:19][C:18]=3[C:23]#[N:24])=[CH:13][CH:12]=2)[N:8]=[C:7]([C:25]([O:27][CH2:28][CH3:29])=[O:26])[CH:6]=1)[CH2:2][CH2:3][CH3:4].[N-:30]=[N+:31]=[N-:32].[Na+].[Cl-].[NH4+]>CN(C)C=O>[CH2:1]([C:5]1[N:9]([CH2:10][C:11]2[CH:16]=[CH:15][C:14]([C:17]3[CH:22]=[CH:21][CH:20]=[CH:19][C:18]=3[C:23]3[NH:32][N:31]=[N:30][N:24]=3)=[CH:13][CH:12]=2)[N:8]=[C:7]([C:25]([O:27][CH2:28][CH3:29])=[O:26])[CH:6]=1)[CH2:2][CH2:3][CH3:4] |f:1.2,3.4|. Procedure details: To a solution of ethyl 5-butyl-1-[(2'-cyanobiphenyl-4-yl)methyl]pyrazole-3-carboxylate (730 mg) in dimethylformamide (10 ml) were added sodium azide (1.3 g) and ammonium chloride (1.07 g) and the mixture was stirred at 110°-115° C. for 72 hours. Insoluble materials were filtered off, and the filtrate was concentrated to dryness. To the residue were added 0.5 N-hydrochloric acid (40 ml) and ether (100 ml) for partitioning, and the organic layer was washed with water, dried, and concentrated to dr... Starting materials: ClC1=NC=C(C(=O)NCC2=CC=C(C=C2)C(F)(F)F)C=C1 (6-Chloro-N-(4-trifluoromethyl-benzyl)-nicotinamide), NC(=S)N (thiourea), CCO (EtOH), Cl (hydrochloride), O (water), C([O-])([O-])=O.[Na+].[Na+] (sodium carbonate), NC(=S)N (thiourea), [OH-].[Na+] (sodium hydroxide), O (water). Reaction conditions: time 16 hour. Product: SC1=NC=C(C(=O)NCC2=CC=C(C=C2)C(F)(F)F)C=C1 (6-Mercapto-N-[4-(trifluoromethyl)benzyl]nicotinamide). Isolated yield 88.2%. RXN SMILES: Cl[C:2]1[CH:21]=[CH:20][C:5]([C:6]([NH:8][CH2:9][C:10]2[CH:15]=[CH:14][C:13]([C:16]([F:19])([F:18])[F:17])=[CH:12][CH:11]=2)=[O:7])=[CH:4][N:3]=1.NC(N)=[S:24].CCO.Cl.O.C(=O)([O-])[O-].[Na+].[Na+].[OH-].[Na+]>>[SH:24][C:2]1[CH:21]=[CH:20][C:5]([C:6]([NH:8][CH2:9][C:10]2[CH:15]=[CH:14][C:13]([C:16]([F:19])([F:18])[F:17])=[CH:12][CH:11]=2)=[O:7])=[CH:4][N:3]=1 |f:5.6.7,8.9|. Reported procedure: 6-Chloro-N-(4-trifluoromethyl-benzyl)-nicotinamide (Preparation 85, 4.0 g, 13 mmol) was added to a warm solution of thiourea (1.01 g, 13.2 mmol) in EtOH (20 mL, 300 mmol). The mixture was heated 1 h at reflux. LC/MS indicated mostly SM. 1 additional equivalent of thiourea was added, and the reaction mixture was heated at reflux. After 16 h, LC/MS shows conversion to the intermediate along with a small amount of product. The reaction mixture was concentrated in vacuo. To the intermediate 6-carbam... Starting materials: CCO, O=C(O)c1cccc([N+](=O)[O-])c1Cl, NCCO. The product is O=C(O)c1cccc([N+](=O)[O-])c1NCCO. RXN SMILES: [CH3:18][CH2:19][OH:20].[Cl:1][c:2]1[c:3]([C:4](=[O:5])[OH:6])[cH:7][cH:8][cH:9][c:10]1[N+:11](=[O:12])[O-:13].[NH2:14][CH2:15][CH2:16][OH:17]>>[c:2]1([NH:14][CH2:15][CH2:16][OH:17])[c:3]([C:4](=[O:5])[OH:6])[cH:7][cH:8][cH:9][c:10]1[N+:11](=[O:12])[O-:13]. Starting materials: ClC1=C(C(=O)O)C=CC=C1F (2-chloro-3-fluorobenzoic acid), FC1(CCC(CC1)(C=1C=NC(=CC1)C(F)(F)F)CN)F ((4,4-difluoro-1-(6-(trifluoromethyl)pyridin-3-yl)cyclohexyl)methanamine). The product is ClC1=C(C(=O)NCC2(CCC(CC2)(F)F)C=2C=NC(=CC2)C(F)(F)F)C=CC=C1F (2-chloro-3-fluoro-N-((4,4-difluoro-1-(6-(trifluoromethyl)pyridin-3-yl)cyclohexyl)methyl)benzamide). Reaction SMILES: [Cl:1][C:2]1[C:10]([F:11])=[CH:9][CH:8]=[CH:7][C:3]=1[C:4]([OH:6])=O.[F:12][C:13]1([F:31])[CH2:18][CH2:17][C:16]([CH2:29][NH2:30])([C:19]2[CH:20]=[N:21][C:22]([C:25]([F:28])([F:27])[F:26])=[CH:23][CH:24]=2)[CH2:15][CH2:14]1>>[Cl:1][C:2]1[C:10]([F:11])=[CH:9][CH:8]=[CH:7][C:3]=1[C:4]([NH:30][CH2:29][C:16]1([C:19]2[CH:20]=[N:21][C:22]([C:25]([F:28])([F:26])[F:27])=[CH:23][CH:24]=2)[CH2:17][CH2:18][C:13]([F:12])([F:31])[CH2:14][CH2:15]1)=[O:6]. Reported procedure: From 2-chloro-3-fluorobenzoic acid and (4,4-difluoro-1-(6-(trifluoromethyl)pyridin-3-yl)cyclohexyl)methanamine. LCMS (MIFF): m/z=451.2, tR (minutes, Method D)=0.79